This data is from the Open Reaction Database (ORD), a public repository of structured organic reaction records. The task is: describe an organic reaction: reactants, conditions, products, and yield Reactants: CS(=O)(=O)C1=NC=CC(=N1)C1CC(NN=C1C1=CC(=CC=C1)C(F)(F)F)=O (5-(2-Methylsulfonylpyrimidin-4-yl)-6-(3-trifluoromethylphenyl)-4,5-dihydro-2H-pyridazin-3-one), s-(−)-α-methylbenzylamine. Solvent: O1CCCC1 (tetrahydrofuran). The product is C1(=CC=CC=C1)C(C)NC1=NC=CC(=N1)[C@@H]1CC(NN=C1C1=CC(=CC=C1)C(F)(F)F)=O ((s)-5-[2-(1-Phenylethylamino)pyrimidin-4-yl]-6-(3-trifluoromethylphenyl)-4,5-dihydro-2H-pyridazin-3-one). Reaction SMILES: CS([C:5]1[N:10]=[C:9]([CH:11]2[C:16]([C:17]3[CH:22]=[CH:21][CH:20]=[C:19]([C:23]([F:26])([F:25])[F:24])[CH:18]=3)=[N:15][NH:14][C:13](=[O:27])[CH2:12]2)[CH:8]=[CH:7][N:6]=1)(=O)=O>O1CCCC1>[C:17]1([CH:16]([NH:15][C:5]2[N:10]=[C:9]([C@H:11]3[C:16]([C:17]4[CH:22]=[CH:21][CH:20]=[C:19]([C:23]([F:24])([F:26])[F:25])[CH:18]=4)=[N:15][NH:14][C:13](=[O:27])[CH2:12]3)[CH:8]=[CH:7][N:6]=2)[CH3:11])[CH:22]=[CH:21][CH:20]=[CH:19][CH:18]=1. Procedure details: Compound 7 (5.00 g, 13.1 mmol), s-(−)-α-methylbenzylamine (3.37 mL, 26.2 mmol) and tetrahydrofuran (100 mL) were heated to reflux under argon for 24 h. The solvent was removed in vacuo. Purification by flash column chromatography (methylene chloride:methanol: ammonium hydroxide 98:2:0.2) gave Compound 8 as a foam: 5.0 g (9.6 mmol, 73%). Reactants: FC(C(CC(=NO)C1=CC=C(C=C1)C)(C1=CC(=CC=C1)C(F)(F)F)O)(F)F (4,4,4-trifluoro-3-hydroxy-1-(4-methylphenyl)-3-[3-(trifluoromethyl)phenyl]butan-1-one oxime), C1(=CC=CC=C1)P(C1=CC=CC=C1)C1=CC=CC=C1 (triphenylphosphine), N(=NC(=O)OCC)C(=O)OCC (diethyl azodicarboxilate). Solvent: C(C)(C)(C)OC (t-butylmethylether), O1CCCC1 (tetrahydrofuran). Conditions: time 24 hour. Yields the product CC1=CC=C(C=C1)C1=NOC(C1)(C1=CC(=CC=C1)C(F)(F)F)C(F)(F)F (3-(4-methylphenyl)-5-(trifluoromethyl)-5-[3-(trifluoromethyl)phenyl]-4,5-dihydroisoxazole). Yield: 25.6%. RXN SMILES: [F:1][C:2]([F:27])([F:26])[C:3](O)([C:15]1[CH:20]=[CH:19][CH:18]=[C:17]([C:21]([F:24])([F:23])[F:22])[CH:16]=1)[CH2:4][C:5]([C:8]1[CH:13]=[CH:12][C:11]([CH3:14])=[CH:10][CH:9]=1)=[N:6][OH:7].C1(P(C2C=CC=CC=2)C2C=CC=CC=2)C=CC=CC=1.N(C(OCC)=O)=NC(OCC)=O>O1CCCC1.C(OC)(C)(C)C>[CH3:14][C:11]1[CH:10]=[CH:9][C:8]([C:5]2[CH2:4][C:3]([C:2]([F:26])([F:27])[F:1])([C:15]3[CH:20]=[CH:19][CH:18]=[C:17]([C:21]([F:23])([F:22])[F:24])[CH:16]=3)[O:7][N:6]=2)=[CH:13][CH:12]=1. Procedure: To a solution of 4,4,4-trifluoro-3-hydroxy-1-(4-methylphenyl)-3-[3-(trifluoromethyl)phenyl]butan-1-one oxime (0.45 g) and triphenylphosphine (0.60 g) in tetrahydrofuran (10 mL), diethyl azodicarboxilate (0.44 g) was added, and the mixture was stirred for 24 hours at room temperature. After the reaction solution was diluted with t-butylmethylether, the solution was washed with water and saturated brine and the organic layer was then dried over anhydrous magnesium sulfate. The solvent was distille... Starting materials: ClC1=C2C(=NC=C1CCN[C@H]1C[C@H](C[C@H]1CC)NS(=O)(=O)C1CC1)N(C=C2)S(=O)(=O)C2=CC=C(C)C=C2 (N-((1S,3S,4R)-3-(2-(4-chloro-1-tosyl-1H-pyrrolo[2,3-b]pyridin-5-yl)ethylamino)-4-ethylcyclopentyl)cyclopropanesulfonamide), CCOC(=O)C (EtOAc), CCN(C(C)C)C(C)C (DIPEA), [I-].[K+] (potassium iodide). Solvent: C(CC)O (1-propanol), O (water). Conditions: temperature 180 celsius. Yields the product N1(CCC=2C1=C1C(=NC2)NC=C1)[C@H]1C[C@H](C[C@H]1CC)NS(=O)(=O)C1CC1 (N-((1S,3S,4R)-3-(2,3-dihydrodipyrrolo[2,3-b:2′,3′-d]pyridin-1(6H)-yl)-4-ethylcyclopentyl)cyclopropanesulfonamide), C(C)(=O)[O-].[NH4+] (ammonium acetate). Reaction SMILES: Cl[C:2]1[C:7]([CH2:8][CH2:9][NH:10][C@@H:11]2[C@H:15]([CH2:16][CH3:17])[CH2:14][C@H:13]([NH:18][S:19]([CH:22]3[CH2:24][CH2:23]3)(=[O:21])=[O:20])[CH2:12]2)=[CH:6][N:5]=[C:4]2[N:25](S(C3C=CC(C)=CC=3)(=O)=O)[CH:26]=[CH:27][C:3]=12.CC[N:40](C(C)C)C(C)C.[I-].[K+].CC[O:51][C:52]([CH3:54])=[O:53]>C(O)CC.O>[N:10]1([C@@H:11]2[C@H:15]([CH2:16][CH3:17])[CH2:14][C@H:13]([NH:18][S:19]([CH:22]3[CH2:23][CH2:24]3)(=[O:20])=[O:21])[CH2:12]2)[C:2]2=[C:3]3[CH:27]=[CH:26][NH:25][C:4]3=[N:5][CH:6]=[C:7]2[CH2:8][CH2:9]1.[C:52]([O-:53])(=[O:51])[CH3:54].[NH4+:40] |f:2.3,8.9|. Procedure details: A microwave vial was charged with a solution of N-((1S,3S,4R)-3-(2-(4-chloro-1-tosyl-1H-pyrrolo[2,3-b]pyridin-5-yl)ethylamino)-4-ethylcyclopentyl)cyclopropanesulfonamide (0.350 g, 0.619 mmol) in 1-propanol (3.2 mL). DIPEA (0.324 mL, 1.86 mmol) and potassium iodide (0.154 g, 0.929 mmol) were added and the reaction was heated in a Biotage® microwave for about 10 h at about 180° C. EtOAc and water (10 mL each) were added to the reaction mixture and the layers were separated. The aqueous phase was e... Starting materials: ClC1=C(C(CN2C=NC=C2)OCC2=C(C=C(C=C2)Cl)Cl)C=CC(=C1)Cl (1-[2,4-dichloro-β-(2,4-dichlorobenzyloxy)-phenethyl]imidazole), ClC1=CC=C(CI)C=C1 (p-chlorobenzyl iodide). Run in C(Cl)Cl (methylene chloride). Yields the product [I-].ClC1=CC=C(C[N+]2=CN(C=C2)CC(C2=C(C=C(C=C2)Cl)Cl)OCC2=C(C=C(C=C2)Cl)Cl)C=C1 (1-(p-chlorobenzyl)-3-[2,4-dichloro-β-(2,4-dichlorobenzyloxy)phenethyl]imidazolium iodide). Reaction SMILES: [Cl:1][C:2]1[CH:24]=[C:23]([Cl:25])[CH:22]=[CH:21][C:3]=1[CH:4]([O:11][CH2:12][C:13]1[CH:18]=[CH:17][C:16]([Cl:19])=[CH:15][C:14]=1[Cl:20])[CH2:5][N:6]1[CH:10]=[CH:9][N:8]=[CH:7]1.[Cl:26][C:27]1[CH:34]=[CH:33][C:30]([CH2:31][I:32])=[CH:29][CH:28]=1>C(Cl)Cl>[I-:32].[Cl:26][C:27]1[CH:34]=[CH:33][C:30]([CH2:31][N+:8]2[CH:9]=[CH:10][N:6]([CH2:5][CH:4]([O:11][CH2:12][C:13]3[CH:18]=[CH:17][C:16]([Cl:19])=[CH:15][C:14]=3[Cl:20])[C:3]3[CH:21]=[CH:22][C:23]([Cl:25])=[CH:24][C:2]=3[Cl:1])[CH:7]=2)=[CH:29][CH:28]=1 |f:3.4|. Procedure details: 4.2 Parts of 1-[2,4-dichloro-β-(2,4-dichlorobenzyloxy)-phenethyl]imidazole, 3.7 parts of p-chlorobenzyl iodide and 56 parts of methylene chloride are mixed together and stirred at reflux temperature for five hours to obtain a 1-(p-chlorobenzyl)-3-[2,4-dichloro-β-(2,4-dichlorobenzyloxy)phenethyl]imidazolium iodide product which remains in the reaction mixture. The reaction mixture is warmed to evaporate off the solvent and to recover the product as residue. The crude product is purified by washin... Reactants: N1=C2C(=CC=C1)C=1C=CC=CC1C2 (9H-indeno[2,1-b]pyridine), Cl (hydrochloric acid). The reagents and catalysts are O=[Pt]=O (PtO2), O=[Pt]=O (PtO2). Solvent: C(C)O (ethanol). Run at time 16 hour. Yields the product N1[C@@H]2[C@H](CCC1)C=1C=CC=CC1C2 (cis-2,3,4,4a,9,9a-hexahydro-1H-indeno[2,1-b]pyridine), Cl (hydrochloric acid). As a reaction SMILES: [N:1]1[CH:6]=[CH:5][CH:4]=[C:3]2[C:7]3[CH:8]=[CH:9][CH:10]=[CH:11][C:12]=3[CH2:13][C:2]=12.[ClH:14]>O=[Pt]=O.C(O)C>[NH:1]1[CH2:6][CH2:5][CH2:4][C@@H:3]2[C:7]3[CH:8]=[CH:9][CH:10]=[CH:11][C:12]=3[CH2:13][C@H:2]12.[ClH:14]. Procedure: A mixture of 9H-indeno[2,1-b]pyridine (0.20 g), PtO2 (70 mg), concentrated aqueous hydrochloric acid (0.1 mL), and ethanol (10 mL) is shaken under hydrogen atmosphere (2 bar) at room temperature for 16 h (in case the transformation is not complete after this time another portion of PtO2 (30 mg) is added and shaking under hydrogen is continued until complete). The catalyst is separated by filtration and the solvent is evaporated to give the crude title compound as its hydrochloric acid salt that ... Starting materials: [OH-].[Na+] (sodium hydroxide), C(C)(=O)OC(C(=O)NCC1C(CN(CCO1)C(=O)OC(C)(C)C)C1=CC(=C(C=C1)Cl)Cl)(C)C (tert-butyl (6SR,7RS)-7-({[2-(acetyloxy)-2-methylpropanoyl]amino}methyl)-6-(3,4-dichlorophenyl)-1,4-oxazepane-4-carboxylate), O (Water). Run in C(C)O (ethanol). Reaction conditions: time 1 hour. The product is ClC=1C=C(C=CC1Cl)C1CN(CCOC1CNC(C(C)(C)O)=O)C(=O)OC(C)(C)C (tert-butyl (6SR,7RS)-6-(3,4-dichlorophenyl)-7-{[(2-hydroxy-2-methylpropanoyl)amino]methyl}-1,4-oxazepane-4-carboxylate). The yield is 94.6%. Reaction SMILES: [OH-].[Na+].C([O:6][C:7]([CH3:35])([CH3:34])[C:8]([NH:10][CH2:11][CH:12]1[O:18][CH2:17][CH2:16][N:15]([C:19]([O:21][C:22]([CH3:25])([CH3:24])[CH3:23])=[O:20])[CH2:14][CH:13]1[C:26]1[CH:31]=[CH:30][C:29]([Cl:32])=[C:28]([Cl:33])[CH:27]=1)=[O:9])(=O)C.O>C(O)C>[Cl:33][C:28]1[CH:27]=[C:26]([CH:13]2[CH:12]([CH2:11][NH:10][C:8](=[O:9])[C:7]([OH:6])([CH3:35])[CH3:34])[O:18][CH2:17][CH2:16][N:15]([C:19]([O:21][C:22]([CH3:25])([CH3:24])[CH3:23])=[O:20])[CH2:14]2)[CH:31]=[CH:30][C:29]=1[Cl:32] |f:0.1|. Procedure: 2 M Aqueous sodium hydroxide solution (0.3 mL) was added dropwise to a solution of tert-butyl (6SR,7RS)-7-({[2-(acetyloxy)-2-methylpropanoyl]amino}methyl)-6-(3,4-dichlorophenyl)-1,4-oxazepane-4-carboxylate (150 mg) in ethanol (5 mL), and the mixture was stirred at room temperature for 1 hr. Water was added to the reaction mixture, and the mixture was extracted with ethyl acetate. The extract was washed with brine, and dried over anhydrous sodium sulfate. The solvent was evaporated under reduced ... The reactants are C([O-])([O-])=O.[K+].[K+] (potassium carbonate), SC=1NC2=C(N1)C=CC=C2 (2-mercaptobenzimidazole), OCC=1C(=NC=CC1)N (3-hydroxymethyl-2-pyridinamine), C(C)(=O)O (acetic acid). Run in Br (hydrobromic acid), O (water). Yields the product O.N1C(=NC2=C1C=CC=C2)SCC=2C(=NC=CC2)N.N2C(=NC1=C2C=CC=C1)SCC=1C(=NC=CC1)N (3-[(1H-Benzimidazol-2-ylthio)methyl]-2-pyridinamine hemihydrate). The yield is 75.4%. RXN SMILES: [SH:1][C:2]1[NH:3][C:4]2[CH:10]=[CH:9][CH:8]=[CH:7][C:5]=2[N:6]=1.[OH:11][CH2:12][C:13]1[C:14]([NH2:19])=[N:15][CH:16]=[CH:17][CH:18]=1.C(O)(=O)C.C(=O)([O-])[O-].[K+].[K+]>Br.O>[OH2:11].[NH:3]1[C:4]2[CH:10]=[CH:9][CH:8]=[CH:7][C:5]=2[N:6]=[C:2]1[S:1][CH2:12][C:13]1[C:14]([NH2:19])=[N:15][CH:16]=[CH:17][CH:18]=1.[NH:3]1[C:4]2[CH:10]=[CH:9][CH:8]=[CH:7][C:5]=2[N:6]=[C:2]1[S:1][CH2:12][C:13]1[C:14]([NH2:19])=[N:15][CH:16]=[CH:17][CH:18]=1 |f:3.4.5,8.9.10|. Procedure: A mixture of 9.6 g (63 mmole) of 2-mercaptobenzimidazole and 7.7 g (62 mmole) of 3-hydroxymethyl-2-pyridinamine was dissolved in 60 ml of 48% aqueous hydrobromic acid and 60 ml of acetic acid and heated to reflux. After being cooled to room temperature, the mixture was poured into water and made alkaline with potassium carbonate. The oil that separated solidified upon addition of diethyl ether to the aqueous mixture. The solid was collected by filtration, washed with portions of diethyl ether an...